This data is from the Open Reaction Database (ORD), a public repository of structured organic reaction records. The task is: describe an organic reaction: reactants, conditions, products, and yield The reactants are CCOP(=O)(Cc1ccccc1)OCC, CN(C)C=O, CO, CC(=O)O, Cc1ccc(N(c2ccc(C=O)cc2)c2ccc3ccc4cccc5ccc2c3c45)cc1, O. The product is Cc1ccc(N(c2ccc(C=Cc3ccccc3)cc2)c2ccc3ccc4cccc5ccc2c3c45)cc1. Reaction SMILES: [CH2:33]([c:34]1[cH:35][cH:36][cH:37][cH:38][cH:39]1)[P:40](=[O:41])([O:42][CH2:43][CH3:44])[O:45][CH2:46][CH3:47].[CH3:48][N:49]([CH3:50])[CH:51]=[O:52].[CH3:53][OH:54].[CH3:55][C:56](=[O:57])[OH:58].[CH:1](=[O:2])[c:3]1[cH:4][cH:5][c:6]([N:9]([c:10]2[cH:11][cH:12][c:13]3[cH:14][cH:15][c:16]4[cH:17][cH:18][cH:19][c:20]5[cH:21][cH:22][c:23]2[c:24]3[c:25]45)[c:26]2[cH:27][cH:28][c:29]([CH3:32])[cH:30][cH:31]2)[cH:7][cH:8]1.[OH2:59]>>[CH:1]([c:3]1[cH:4][cH:5][c:6]([N:9]([c:10]2[cH:11][cH:12][c:13]3[cH:14][cH:15][c:16]4[cH:17][cH:18][cH:19][c:20]5[cH:21][cH:22][c:23]2[c:24]3[c:25]45)[c:26]2[cH:27][cH:28][c:29]([CH3:32])[cH:30][cH:31]2)[cH:7][cH:8]1)=[CH:33][c:34]1[cH:35][cH:36][cH:37][cH:38][cH:39]1. Starting materials: Cc1cn(C(C)C)c2cc(Br)cc(C(=O)O)c12, ClCCCl, ClCCl, COc1nc(CO)cc(C)c1CN, CN(C)C=O, On1nnc2cccnc21. Yields the product COc1nc(CO)cc(C)c1CNC(=O)c1cc(Br)cc2c1c(C)cn2C(C)C. As a reaction SMILES: [Br:14][c:15]1[cH:16][c:17]([C:28](=[O:29])[OH:30])[c:18]2[c:19]([CH3:27])[cH:20][n:21]([CH:24]([CH3:25])[CH3:26])[c:22]2[cH:23]1.[CH2:41]([Cl:42])[CH2:43][Cl:44].[Cl:45][CH2:46][Cl:47].[NH2:1][CH2:2][c:3]1[c:4]([CH3:13])[cH:5][c:6]([CH2:11][OH:12])[n:7][c:8]1[O:9][CH3:10].[O:48]=[CH:49][N:50]([CH3:51])[CH3:52].[OH:31][n:32]1[c:33]2[n:34][cH:35][cH:36][cH:37][c:38]2[n:39][n:40]1>>[NH:1]([CH2:2][c:3]1[c:4]([CH3:13])[cH:5][c:6]([CH2:11][OH:12])[n:7][c:8]1[O:9][CH3:10])[C:28]([c:17]1[cH:16][c:15]([Br:14])[cH:23][c:22]2[c:18]1[c:19]([CH3:27])[cH:20][n:21]2[CH:24]([CH3:25])[CH3:26])=[O:29].